This data is from the Open Reaction Database (ORD), a public repository of structured organic reaction records. The task is: describe an organic reaction: reactants, conditions, products, and yield The reactants are OC1=C2C(CC(NC2=CC(=C1)O)CCCC(=O)O)=O (4-[2,3-dihydro-5,7-dihydroxy-(1H)-quinolin-4-one-2-yl]butyric acid), [Cl-].[Na+] (sodium chloride), CS(=O)(=O)O (methanesulfonic acid), C(C)(=O)OCC (ethyl acetate). Run in O (water). The product is OC1=C2C(CC3N(C2=CC(=C1)O)C(CCC3)=O)=O (4a,5-Dihydro-7,9-dihydroxy-(2H,3H,4H)-pyrido[1,2-a]quinoline-1,6-dione). The yield is 38.8%. As a reaction SMILES: [OH:1][C:2]1[CH:11]=[C:10]([OH:12])[CH:9]=[C:8]2[C:3]=1[C:4](=[O:19])[CH2:5][CH:6]([CH2:13][CH2:14][CH2:15][C:16](O)=[O:17])[NH:7]2.CS(O)(=O)=O.C(OCC)(=O)C.[Cl-].[Na+]>O>[OH:1][C:2]1[CH:11]=[C:10]([OH:12])[CH:9]=[C:8]2[C:3]=1[C:4](=[O:19])[CH2:5][CH:6]1[CH2:13][CH2:14][CH2:15][C:16](=[O:17])[N:7]12 |f:3.4|. Procedure details: A mixture of 26 g. (0.098 mole) 4-[2,3-dihydro-5,7-dihydroxy-(1H)-quinolin-4-one-2-yl]butyric acid and 260 ml. methanesulfonic acid was heated under a nitrogen atmosphere at 140° C. for two hours. The reaction mixture was cooled to room temperature and poured onto 1000 ml. ice. To this was added 4 liters ethyl acetate, 1 liter water, 250 g. sodium chloride and the resulting mixture stirred at room temperature overnight. The layers were separated, the aqueous phase extracted with 4×500 ml. ethyl ...